This data is from the Open Reaction Database (ORD), a public repository of structured organic reaction records. The task is: describe an organic reaction: reactants, conditions, products, and yield Starting materials: C(C)C1=C(C(=NN1C(C(=O)N)C)C1=CC=CC=C1)C1=CC=CC=C1 (ethyl 3,4-diphenyl-α-methyl-1H-pyrazole-1-acetamide), C(C)N(CCCN)CC (3-(diethylamino)propanamine). The solvent is O (water). Product: C(C)N(CCCNC(C(N1N=C(C(=C1)C1=CC=CC=C1)C1=CC=CC=C1)C)=O)CC (N-[3-(diethylamino)propyl]-3,4-diphenyl-α-methyl-1H-pyrazole-1-acetamide). As a reaction SMILES: C([C:3]1[N:7]([CH:8]([CH3:12])[C:9]([NH2:11])=[O:10])[N:6]=[C:5]([C:13]2[CH:18]=[CH:17][CH:16]=[CH:15][CH:14]=2)[C:4]=1[C:19]1[CH:24]=[CH:23][CH:22]=[CH:21][CH:20]=1)C.[CH2:25]([N:27]([CH2:32][CH3:33])[CH2:28][CH2:29][CH2:30]N)[CH3:26]>O>[CH2:25]([N:27]([CH2:32][CH3:33])[CH2:28][CH2:29][CH2:30][NH:11][C:9](=[O:10])[CH:8]([CH3:12])[N:7]1[CH:3]=[C:4]([C:19]2[CH:20]=[CH:21][CH:22]=[CH:23][CH:24]=2)[C:5]([C:13]2[CH:18]=[CH:17][CH:16]=[CH:15][CH:14]=2)=[N:6]1)[CH3:26]. Reported procedure: A mixture of 27.3 g (0.085 mol) of ethyl 3,4-diphenyl-α-methyl-1H-pyrazole-1-acetamide of example 9 and 120 mL of 3-(diethylamino)propanamine was heated 5 hr on a steambath. The reaction was poured into water and extracted into ethyl acetate. The ethyl acetate layer was dried and stripped to an oil in which a solid slowly crystallized. The crystals were removed and recrystallized from cyclohexane to yield 6.2 g of N-[3-(diethylamino)propyl]-3,4-diphenyl-α-methyl-1H-pyrazole-1-acetamide, mp 87°-8... Starting materials: ClCC(CNC1=CC=C(C=2C(C3=CC=CC=C3C(C12)=O)=O)NCC(CCl)O)O (1,4-Bis-(3-chloro-2-hydroxylpropylamino)-9, 10-anthracenedione), [OH-].[Na+] (NaOH). Solvent: CO (MeOH). Reaction conditions: time 4 hour. Yields the product O1C(CNC2=CC=C(C=3C(C4=CC=CC=C4C(C23)=O)=O)NCC2CO2)C1 (1,4-Bis-(2,3-epoxypropylamino)-9, 10-anthracenedione). The yield is 89.4%. RXN SMILES: Cl[CH2:2][CH:3]([OH:28])[CH2:4][NH:5][C:6]1[C:19]2[C:18](=[O:20])[C:17]3[C:12](=[CH:13][CH:14]=[CH:15][CH:16]=3)[C:11](=[O:21])[C:10]=2[C:9]([NH:22][CH2:23][CH:24]([OH:27])[CH2:25]Cl)=[CH:8][CH:7]=1.[OH-].[Na+]>CO>[O:27]1[CH2:25][CH:24]1[CH2:23][NH:22][C:9]1[C:10]2[C:11](=[O:21])[C:12]3[C:17](=[CH:16][CH:15]=[CH:14][CH:13]=3)[C:18](=[O:20])[C:19]=2[C:6]([NH:5][CH2:4][CH:3]2[O:28][CH2:2]2)=[CH:7][CH:8]=1 |f:1.2|. Procedure: To a solution of 1,4-Bis-(3-chloro-2-hydroxylpropylamino)-9, 10-anthracenedione (8.3 g, 19.8 mmoles) in MeOH (500 mL) at 60° C. was added NaOH (3.5 g). The resulting blue solution was stirred at room temperature for 4 hours, and the solvent was removed under reduced pressure. The residual solid was then purified by flash column chromatography (silica gel, CH2Cl2 : MeOH/25:1). Recrystalization from CH2Cl2 :hexanes yielded the title compound 1,4-Bis-(2,3-epoxypropylamino)-9, 10-anthracenedione, (6... The reactants are CC#N, [F-], [K+], Cc1ccc(S(=O)(=O)N2c3cc(CN(c4ccc(C#N)cc4)n4ccnc4)ccc3OS2(=O)=O)cc1, O. Yields the product N#Cc1ccc(N(Cc2ccc3c(c2)NS(=O)(=O)O3)n2ccnc2)cc1. Reaction SMILES: [CH3:40][C:41]#[N:42].[F-:1].[K+:2].[O:3]=[S:4]1(=[O:38])[O:5][c:6]2[c:7]([cH:19][c:20]([CH2:23][N:24]([n:25]3[cH:26][n:27][cH:28][cH:29]3)[c:30]3[cH:31][cH:32][c:33]([C:34]#[N:35])[cH:36][cH:37]3)[cH:21][cH:22]2)[N:8]1[S:9]([c:10]1[cH:11][cH:12][c:13]([CH3:14])[cH:15][cH:16]1)(=[O:17])=[O:18].[OH2:39]>>[O:3]=[S:4]1(=[O:38])[O:5][c:6]2[c:7]([cH:19][c:20]([CH2:23][N:24]([n:25]3[cH:26][n:27][cH:28][cH:29]3)[c:30]3[cH:31][cH:32][c:33]([C:34]#[N:35])[cH:36][cH:37]3)[cH:21][cH:22]2)[NH:8]1. The reactants are CO, Cl, CC1(C)OC(C=CC=CC#CC=CC(O)COc2ccc(F)cc2)C(COCC(=O)O)O1. Product: O=C(O)COCC(O)C(O)C=CC=CC#CC=CC(O)COc1ccc(F)cc1. RXN SMILES: [CH3:34][OH:35].[ClH:33].[OH:1][CH:2]([CH:3]=[CH:4][C:5]#[C:6][CH:7]=[CH:8][CH:9]=[CH:10][CH:11]1[CH:12]([CH2:18][O:19][CH2:20][C:21](=[O:22])[OH:23])[O:13][C:14]([CH3:16])([CH3:17])[O:15]1)[CH2:24][O:25][c:26]1[cH:27][cH:28][c:29]([F:32])[cH:30][cH:31]1>>[OH:1][CH:2]([CH:3]=[CH:4][C:5]#[C:6][CH:7]=[CH:8][CH:9]=[CH:10][CH:11]([CH:12]([OH:13])[CH2:18][O:19][CH2:20][C:21](=[O:22])[OH:23])[OH:15])[CH2:24][O:25][c:26]1[cH:27][cH:28][c:29]([F:32])[cH:30][cH:31]1. Reactants: CN(C(SCC(=O)C1=CC=CC=C1)=S)C (phenacyl dimethyldithiocarbamate), C=O (formaldehyde), C(=S)=S (carbon disulfide), CN(C([S-])=S)C.C[NH2+]C (dimethylammonium dimethyldithiocarbamate). Run in CO (methanol). Conditions: temperature 0 celsius. Yields the product CN(C(S)=S)C.C(C1=CC=CC=C1)(=O)C=C (1-benzoylethylene dimethyldithiocarbamate). RXN SMILES: [CH3:1][N:2]([CH3:15])[C:3](=[S:14])[S:4][CH2:5][C:6]([C:8]1[CH:13]=[CH:12][CH:11]=[CH:10][CH:9]=1)=[O:7].C=O.[C:18](=S)=S.CN(C)C(=S)[S-].C[NH2+]C>CO>[CH3:1][N:2]([CH3:15])[C:3](=[S:4])[SH:14].[C:6]([CH:5]=[CH2:18])(=[O:7])[C:8]1[CH:13]=[CH:12][CH:11]=[CH:10][CH:9]=1 |f:3.4,6.7|. Procedure: A solution of phenacyl dimethyldithiocarbamate (12.0 grams, 0.050 mole), formaldehyde (4.1 grams of 37% aquoeus solution, 0.050 mole), carbon disulfide (1.9 grams, 0.025 mole), and dimethylammonium dimethyldithiocarbamate (8.3 grams, 0.050 mole) in methanol (50 ml.) was stirred and heated at 38° C.-40° C. for 2.5 hours. The reaction mixture was then cooled to 0° C. and the precipitated product was filtered off, washed with cold methanol and dried in air. The yield of product melting at 106° C.-1... Conditions: temperature 60 celsius. The solvent is CN(C)C=O (DMF), C(Cl)Cl (DCM). As a reaction SMILES: [CH2:1]([O:8][C:9](=[O:22])[NH:10][C@H:11]1[CH2:19][C:18]2[C:13](=[CH:14][CH:15]=[C:16]([CH2:20]O)[CH:17]=2)[CH2:12]1)[C:2]1[CH:7]=[CH:6][CH:5]=[CH:4][CH:3]=1.S(Cl)(Cl)=O.C(=O)([O-])[O-].[K+].[K+].[F:33][C:34]([F:43])([F:42])[C:35]1[C:39]([CH2:40][OH:41])=[CH:38][NH:37][N:36]=1>C(Cl)Cl.CN(C=O)C>[OH:41][CH2:40][C:39]1[C:35]([C:34]([F:43])([F:42])[F:33])=[N:36][N:37]([CH2:20][C:16]2[CH:17]=[C:18]3[C:13](=[CH:14][CH:15]=2)[CH2:12][C@@H:11]([NH:10][C:9](=[O:22])[O:8][CH2:1][C:2]2[CH:7]=[CH:6][CH:5]=[CH:4][CH:3]=2)[CH2:19]3)[CH:38]=1 |f:2.3.4|. Reported procedure: (R)-benzyl-5-(hydroxymethyl)-2,3-dihydro-1H-inden-2-ylcarbamate (5.08 mmol, 1.51 g) was dissolved in DCM (20 mL), thionyl chloride (10.16 mmol, 0.741 mL, 1.208 g) added and the resultant solution stirred at room temperature for 45 min. The sample was concentrated and azeotroped with DCM (×4). Potassium carbonate (15.23 mmol, 2.105 g) was added followed by DMF (20 mL) and (3-(trifluoromethyl)-1H-pyrazol-4-yl)methanol (5.08 mmol, 0.843 g) and the mixture heated to 60° C. for 1 h. The mixture was c... Product: OCC=1C(=NN(C1)CC=1C=C2C[C@@H](CC2=CC1)NC(OCC1=CC=CC=C1)=O)C(F)(F)F ((R)-benzyl 5-((4-(hydroxymethyl)-3-(trifluoromethyl)-1H-pyrazol-1-yl)methyl)-2,3-dihydro-1H-inden-2-ylcarbamate). Isolated yield 76.9%. Reactants: C([O-])([O-])=O.[K+].[K+] (Potassium carbonate), C(C1=CC=CC=C1)OC(N[C@@H]1CC2=CC=C(C=C2C1)CO)=O ((R)-benzyl-5-(hydroxymethyl)-2,3-dihydro-1H-inden-2-ylcarbamate), S(=O)(Cl)Cl (thionyl chloride), resultant solution, FC(C1=NNC=C1CO)(F)F ((3-(trifluoromethyl)-1H-pyrazol-4-yl)methanol).